This data is from the Open Reaction Database (ORD), a public repository of structured organic reaction records. The task is: describe an organic reaction: reactants, conditions, products, and yield Run in C(Cl)Cl (methylene chloride). Reaction conditions: time 16 hour. The product is COC(C=1C(C(=O)OC)=CC(=CC1)OC1=C(C=CC=C1)N)=O (4-(2-aminophenoxy)phthalic acid dimethyl ester). The reactants are COC(C=1C(C(=O)OC)=CC(=CC1)OC1=C(C=CC=C1)[N+](=O)[O-])=O (4-(2-nitrophenoxy)phthalic acid dimethyl ester). RXN SMILES: [CH3:1][O:2][C:3](=[O:24])[C:4]1[C:5](=[CH:10][C:11]([O:14][C:15]2[CH:20]=[CH:19][CH:18]=[CH:17][C:16]=2[N+:21]([O-])=O)=[CH:12][CH:13]=1)[C:6]([O:8][CH3:9])=[O:7]>[Pd].C(Cl)Cl>[CH3:1][O:2][C:3](=[O:24])[C:4]1[C:5](=[CH:10][C:11]([O:14][C:15]2[CH:20]=[CH:19][CH:18]=[CH:17][C:16]=2[NH2:21])=[CH:12][CH:13]=1)[C:6]([O:8][CH3:9])=[O:7]. Procedure details: A mixture of 4-(2-nitrophenoxy)phthalic acid dimethyl ester (2.16 g, 6.53 mmol) and palladium on activated charcoal (10% Pd, 120 mg) in methylene chloride (115 ml) was hydrogenated in a Parr apparatus at 207 kPa (30 psi) for 16 hours. The mixture was filtered and evaporated to dryness in vacuo to give 4-(2-aminophenoxy)phthalic acid dimethyl ester as an yellow oil (yield: 1.88 g (96%)). 1H—NMR (CDCl3) in ppm: δ 3.86 (3H,s); 3.90 (3H, s); 6.7-6.97 (3H,m); 7.0-7.1 ( 2H,m); 7.15 (1H,d); 7.78 (1H,d)... Reagents/catalysts: [Pd] (palladium on activated charcoal). Reactants: CCCCCCCC(O)CC(=O)OC(C)(C)C, CCCCCCI. The product is CCCCCCCC(O)C(CCCCCC)C(=O)OC(C)(C)C. As a reaction SMILES: [C:1]([CH3:2])([CH3:3])([CH3:4])[O:5][C:6]([CH2:7][CH:8]([CH2:9][CH2:10][CH2:11][CH2:12][CH2:13][CH2:14][CH3:15])[OH:16])=[O:17].[I:18][CH2:19][CH2:20][CH2:21][CH2:22][CH2:23][CH3:24]>>[C:1]([CH3:2])([CH3:3])([CH3:4])[O:5][C:6]([CH:7]([CH:8]([CH2:9][CH2:10][CH2:11][CH2:12][CH2:13][CH2:14][CH3:15])[OH:16])[CH2:19][CH2:20][CH2:21][CH2:22][CH2:23][CH3:24])=[O:17]. Reactants: [Na] (sodium), [N+](=O)([O-])C=1C=C(C=CC1)N=C=O (3-nitrophenyl isocyanate), CC(=O)C (acetone), Cl.C(CCCC)(=N)N (valeramidine hydrochloride). Run in C1=CC=CC=C1 (benzene). The product is [N+](=O)([O-])C=1C=C(C=CC1)NC(=O)NC(CCCC)=N (1-(3-Nitrophenyl)-3-(pentanimidoyl)urea). RXN SMILES: [Na].CC(C)=O.Cl.[C:7]([NH2:13])(=[NH:12])[CH2:8][CH2:9][CH2:10][CH3:11].[N+:14]([C:17]1[CH:18]=[C:19]([N:23]=[C:24]=[O:25])[CH:20]=[CH:21][CH:22]=1)([O-:16])=[O:15]>C1C=CC=CC=1>[N+:14]([C:17]1[CH:18]=[C:19]([NH:23][C:24]([NH:12][C:7](=[NH:13])[CH2:8][CH2:9][CH2:10][CH3:11])=[O:25])[CH:20]=[CH:21][CH:22]=1)([O-:16])=[O:15] |f:2.3,^1:0|. Reported procedure: Following a procedure similar to that described in Example 1 but using 2.3 g. sodium in 150 ml. dry acetone, 13.6 g. valeramidine hydrochloride, and 16.4 g. 3-nitrophenyl isocyanate in 300 ml. benzene, there was obtained after recrystallization from ethyl alcohol-ether 11.6 g. of the hydrochloride of 1-(3-nitrophenyl)-3-(pentanimidoyl)urea; m.p. 161°-163°C. Reactants: CO (methanol), C(C)(=O)Cl (acetyl chloride), C(CCC)C1=NC=2C(=NC3=C(NC2S1)C=CC=C3)N3C[C@@H](N(CC3)C)CCC3=CC=CC=C3 ((S)-2-Butyl-10-(4-methyl-3-phenethyl-piperazin-1-yl)-4H-3-thia-1,4,9-triaza-benzo[f]azulene). The solvent is C(C)O (ethanol), C(C)O (ethanol). Yields the product Cl.Cl.C(CCC)C1=NC=2C(=NC3=C(NC2S1)C=CC=C3)N3C[C@@H](N(CC3)C)CCC3=CC=CC=C3 ((S)-2-Butyl-10-(4-methyl-3-phenethyl-piperazin-1-yl)-4H-3-thia-1,4,9-triaza-benzo[f]azulene dihydrochloride). Yield: 82.4%. RXN SMILES: C([Cl:4])(=O)C.[CH2:5]([C:9]1[S:18][C:17]2[NH:16][C:15]3[CH:19]=[CH:20][CH:21]=[CH:22][C:14]=3[N:13]=[C:12]([N:23]3[CH2:28][CH2:27][N:26]([CH3:29])[C@@H:25]([CH2:30][CH2:31][C:32]4[CH:37]=[CH:36][CH:35]=[CH:34][CH:33]=4)[CH2:24]3)[C:11]=2[N:10]=1)[CH2:6][CH2:7][CH3:8].CO>C(O)C>[ClH:4].[ClH:4].[CH2:5]([C:9]1[S:18][C:17]2[NH:16][C:15]3[CH:19]=[CH:20][CH:21]=[CH:22][C:14]=3[N:13]=[C:12]([N:23]3[CH2:28][CH2:27][N:26]([CH3:29])[C@@H:25]([CH2:30][CH2:31][C:32]4[CH:33]=[CH:34][CH:35]=[CH:36][CH:37]=4)[CH2:24]3)[C:11]=2[N:10]=1)[CH2:6][CH2:7][CH3:8] |f:4.5.6|. Procedure details: Add a solution of acetyl chloride (0.15 mL, 2.1 mmol) in absolute ethanol at ambient temperature to (S)-2-Butyl-10-(4-methyl-3-phenethyl-piperazin-1-yl)-4H-3-thia-1,4,9-triaza-benzo[f]azulene (0.19 g, 0.41 mmol) in absolute ethanol, with added drops of methanol to solubilize the freebase, and concentrate under reduced pressure gives the title compound (0.18 g). Mass spectrum (APCI+, m/e): 460 (M+1−2HCl); exact mass spectrum (ES+, m/e, C27H33N5S.2HCl): calc. 460.2535 (M+1−2HCl), found 460.2556. The reactants are ClC(=O)OCC (ethyl chloroformate), N,N-dimethylaminopyridine, C(C(O)C)(=O)O.C(CO)(=O)O (lactic acid glycolic acid), C(C(O)C)(=O)O.C(CO)(=O)O (lactic acid glycolic acid), C(C)O (ethanol). Run in O (water), ClCCl (dichloromethane), C(C)N(CC)CC (triethyl amine), ClCCl (dichloromethane). Yields the product CCOC(=O)C(C)O.C(CO)(=O)O (ethyl ester of lactic acid glycolic acid). Isolated yield 146.4%. RXN SMILES: [C:1]([OH:6])(=[O:5])[CH:2]([CH3:4])[OH:3].[C:7]([OH:11])(=[O:10])[CH2:8][OH:9].C(O)C.ClC(OCC)=O>O.ClCCl.C(N(CC)CC)C>[CH3:7][CH2:8][O:5][C:1]([CH:2]([OH:3])[CH3:4])=[O:6].[C:7]([OH:11])(=[O:10])[CH2:8][OH:9] |f:0.1,7.8|. Reported procedure: 9 g of a lactic acid/glycolic acid copolymer having a weight-average molecular weight of about 7,500 (lactic acid/glycolic acid=75/25 (mol %)) (Wako Pure Chemical Industries, Ltd.) was dissolved in a mixed solvent consisting of 20 ml of dichloromethane and 20 ml of ethanol. While thus obtained solution was cooled and stirred, 0.45 ml of triethyl amine, 0.29 ml of ethyl chloroformate and 0.36 g of N,N-dimethylaminopyridine were added. After the resulting mixture was stirred for another 2 hours, 5... The reactants are CN1CCC(C2CCN(C(=O)C(N)CC3CCCCC3)CC2)CC1, Cl, Cl, O=C(O)c1ccc2cc[nH]c2c1. The product is CN1CCC(C2CCN(C(=O)C(CC3CCCCC3)NC(=O)c3ccc4cc[nH]c4c3)CC2)CC1. RXN SMILES: [CH:3]1([CH2:9][CH:10]([NH2:11])[C:12](=[O:13])[N:14]2[CH2:15][CH2:16][CH:17]([CH:20]3[CH2:21][CH2:22][N:23]([CH3:26])[CH2:24][CH2:25]3)[CH2:18][CH2:19]2)[CH2:4][CH2:5][CH2:6][CH2:7][CH2:8]1.[ClH:1].[ClH:2].[nH:27]1[cH:28][cH:29][c:30]2[cH:31][cH:32][c:33]([C:36](=[O:37])[OH:38])[cH:34][c:35]12>>[CH:3]1([CH2:9][CH:10]([NH:11][C:36]([c:33]2[cH:32][cH:31][c:30]3[cH:29][cH:28][nH:27][c:35]3[cH:34]2)=[O:37])[C:12](=[O:13])[N:14]2[CH2:15][CH2:16][CH:17]([CH:20]3[CH2:21][CH2:22][N:23]([CH3:26])[CH2:24][CH2:25]3)[CH2:18][CH2:19]2)[CH2:4][CH2:5][CH2:6][CH2:7][CH2:8]1.